Dataset: the Open Reaction Database (ORD), a public repository of structured organic reaction records. Task: describe an organic reaction: reactants, conditions, products, and yield Starting materials: [Br-], COCc1nc(I)c(I)n1CCNC(=O)OC(C)(C)C, CC[Mg+], C1CCOC1, O. Product: COCc1nc(I)cn1CCNC(=O)OC(C)(C)C. As a reaction SMILES: [Br-:21].[C:1]([CH3:2])([CH3:3])([CH3:4])[O:5][C:6]([NH:7][CH2:8][CH2:9][n:10]1[c:11]([CH2:17][O:18][CH3:19])[n:12][c:13]([I:16])[c:14]1[I:15])=[O:20].[CH2:22]([Mg+:23])[CH3:24].[CH2:26]1[O:27][CH2:28][CH2:29][CH2:30]1.[OH2:25]>>[C:1]([CH3:2])([CH3:3])([CH3:4])[O:5][C:6]([NH:7][CH2:8][CH2:9][n:10]1[c:11]([CH2:17][O:18][CH3:19])[n:12][c:13]([I:16])[cH:14]1)=[O:20]. Starting materials: C(C)OC(C(C(=O)O)C(C)(C)C)=O (tert-butylmalonic acid monoethyl ester), C(=O)(N1C=NC=C1)N1C=NC=C1 (carbonyldiimidazole), NC1=NNC(S1)=S (5-Amino-(3H)-1,3,4-thiadiazole-2-thione). Solvent: C1CCOC1 (THF). Conditions: time 8 hour. The product is S=C1NN=C(S1)NC(=O)C(C(=O)OCC)C(C)(C)C (ethyl α-[[(4,5-dihydro-5-thioxo-1,3,4-thiadiazol-2-yl)amino]carbonyl]-3,3-dimethylbutanoate). Yield: 60.8%. Reaction SMILES: [CH2:1]([O:3][C:4](=[O:13])[CH:5]([C:9]([CH3:12])([CH3:11])[CH3:10])[C:6](O)=[O:7])[CH3:2].C(N1C=CN=C1)(N1C=CN=C1)=O.[NH2:26][C:27]1[S:31][C:30](=[S:32])[NH:29][N:28]=1>C1COCC1>[S:32]=[C:30]1[S:31][C:27]([NH:26][C:6]([CH:5]([C:9]([CH3:12])([CH3:11])[CH3:10])[C:4]([O:3][CH2:1][CH3:2])=[O:13])=[O:7])=[N:28][NH:29]1. Procedure details: To a solution of tert-butylmalonic acid monoethyl ester (3.0 g, 16.0 mmol) in THF (100 mL) is added carbonyldiimidazole (2.85 g, 17.6 mmol) and the reaction is stirred overnight. 5-Amino-(3H)-1,3,4-thiadiazole-2-thione (864 mg, 6.5 mmol) is added and stirring continued for an additional 72 hours. The reaction mixture is 35 poured into pH 4 buffer, extracted with methylene chloride, and the organic layers combined, dried (anhydrous sodium sulfate) and concentrated. Chromatography of the residue o... Reactants: BrC=1C=CC2=C(C=C(CCS2(=O)=O)C(=O)NC2=CC=C(C=C2)CN(C2CCOCC2)C)C1 (7-bromo-N-[4-[[N-methyl-N-(tetrahydropyran-4-yl)amino]methyl]phenyl]-1,1-dioxo-2,3-dihydro-1-benzothiepine-4-carboxamide), B(OC1=CC=C(C=C1)N(CC)CC)([O-])[O-] (4-diethylaminophenyl borate), C([O-])([O-])=O.[K+].[K+] (potassium carbonate). Reagents/catalysts: C=1C=CC(=CC1)[P](C=2C=CC=CC2)(C=3C=CC=CC3)[Pd]([P](C=4C=CC=CC4)(C=5C=CC=CC5)C=6C=CC=CC6)([P](C=7C=CC=CC7)(C=8C=CC=CC8)C=9C=CC=CC9)[P](C=1C=CC=CC1)(C=1C=CC=CC1)C=1C=CC=CC1 (tetrakistriphenylphosphinepalladium). The solvent is C1(=CC=CC=C1)C.C(C)O.O (toluene ethanol water). Conditions: time 1 hour. The product is C(C)N(C1=CC=C(C=C1)C=1C=CC2=C(C=C(CCS2(=O)=O)C(=O)NC2=CC=C(C=C2)CN(C2CCOCC2)C)C1)CC (7-(4-diethylaminophenyl)-N-[4-[[N-methyl-N-(tetrahydropyran-4-yl)amino]methyl]phenyl]-1,1-dioxo-2,3-dihydro-1-benzothiepine-4-carboxamide). Yield: 58.3%. Reaction SMILES: Br[C:2]1[CH:3]=[CH:4][C:5]2[S:11](=[O:13])(=[O:12])[CH2:10][CH2:9][C:8]([C:14]([NH:16][C:17]3[CH:22]=[CH:21][C:20]([CH2:23][N:24]([CH3:31])[CH:25]4[CH2:30][CH2:29][O:28][CH2:27][CH2:26]4)=[CH:19][CH:18]=3)=[O:15])=[CH:7][C:6]=2[CH:32]=1.B([O-])([O-])O[C:35]1[CH:40]=[CH:39][C:38]([N:41]([CH2:44][CH3:45])[CH2:42][CH3:43])=[CH:37][CH:36]=1.C(=O)([O-])[O-].[K+].[K+]>C1(C)C=CC=CC=1.C(O)C.O.C1C=CC([P]([Pd]([P](C2C=CC=CC=2)(C2C=CC=CC=2)C2C=CC=CC=2)([P](C2C=CC=CC=2)(C2C=CC=CC=2)C2C=CC=CC=2)[P](C2C=CC=CC=2)(C2C=CC=CC=2)C2C=CC=CC=2)(C2C=CC=CC=2)C2C=CC=CC=2)=CC=1>[CH2:44]([N:41]([CH2:42][CH3:43])[C:38]1[CH:39]=[CH:40][C:35]([C:2]2[CH:3]=[CH:4][C:5]3[S:11](=[O:13])(=[O:12])[CH2:10][CH2:9][C:8]([C:14]([NH:16][C:17]4[CH:18]=[CH:19][C:20]([CH2:23][N:24]([CH3:31])[CH:25]5[CH2:30][CH2:29][O:28][CH2:27][CH2:26]5)=[CH:21][CH:22]=4)=[O:15])=[CH:7][C:6]=3[CH:32]=2)=[CH:36][CH:37]=1)[CH3:45] |f:2.3.4,5.6.7,^1:68,70,89,108|. Procedure: Under argon atmosphere, a mixture of 7-bromo-N-[4-[[N-methyl-N-(tetrahydropyran-4-yl)amino]methyl]phenyl]-1,1-dioxo-2,3-dihydro-1-benzothiepine-4-carboxamide (300 mg), 4-diethylaminophenyl borate (123 mg) and potassium carbonate (160 mg) in toluene/ethanol/water (10/1/1 ml) was stirred at room temperature for 1 hour. To the mixture was added tetrakistriphenylphosphinepalladium (33 mg), and the mixture was refluxed for 7 hours, cooled, extracted with ethyl acetate/THF (1:1), washed with saturated... The reactants are S(O)(O)(=O)=O (sulphuric acid), [Mg] (magnesium), BrC1=C(C=C2C(C(C(C2=C1)C(C)C)C)(C)C)C (6-bromo-1-isopropyl-2,3,3,5-tetramethyl indan), C(C)(C)C1C(C(C2=CC(=C(C=C12)[Mg]Br)C)(C)C)C (1-isopropyl-2,3,3,5-tetramethyl-6-indanyl magnesium bromide), CN(C=O)C (Dimethyl formamide). Yields the product C(=O)C1=C(C=C2C(C(C(C2=C1)C(C)C)C)(C)C)C (6-formyl-1-isopropyl-2,3,3,5-tetramethyl indan). As a reaction SMILES: [CH:1]([CH:4]1[C:12]2[C:7](=[CH:8][C:9]([CH3:15])=[C:10]([Mg]Br)[CH:11]=2)[C:6]([CH3:17])([CH3:16])[CH:5]1[CH3:18])([CH3:3])[CH3:2].[Mg].BrC1C=C2C(C(C)(C)C(C)C2C(C)C)=CC=1C.S(=O)(=O)(O)O.CN(C)[CH:44]=[O:45]>>[CH:44]([C:10]1[CH:11]=[C:12]2[C:7]([C:6]([CH3:17])([CH3:16])[CH:5]([CH3:18])[CH:4]2[CH:1]([CH3:3])[CH3:2])=[CH:8][C:9]=1[CH3:15])=[O:45]. Procedure: 40 ml Bromine is added at 10° C. to a solution of 100 g 1-isopropyl-2,3,3,5-tetramethyl indan (obtained according to Example I or II) and 1 ml pyridine in 50 ml carbon tetrachloride. Then the reaction mixture is stirred during one hour and poured out into an aqueous solution of approximately 25 g sodium thiosulphate. The organic layer is separated, washed with 25% sodium hydroxide and evaporated. The residue is distilled under diminished pressure yielding 105 g 6-bromo-1-isopropyl-2,3,3,5-tetram... The reactants are C(=O)(OC(C)(C)C)N1[C@@H](C[C@@H](C1)N([C@@H]1CC[C@@H](CC1)C)C(C(C)(C)C)=O)C(=O)N (BOC-(2S,4S)-2(aminocarbonyl)-4-[(2,2-dimethylpropanoyl)(cis-4-methylcyclohexyl)amino]pyrrolidine), C(=O)(C(F)(F)F)OC(=O)C(F)(F)F (TFAA). Solvent: C(Cl)Cl (DCM). Conditions: time 2 hour. The product is C(=O)(OC(C)(C)C)N1[C@@H](C[C@@H](C1)N([C@@H]1CC[C@@H](CC1)C)C(C(C)(C)C)=O)C#N (1-BOC (2S,4S)-2-cyano-4-[(2,2-dimethylpropanoyl)(cis-4-methylcyclohexyl)amino]pyrrolidine). Isolated yield 93.1%. Reaction SMILES: [C:1]([N:8]1[CH2:12][C@@H:11]([N:13]([C:21](=[O:26])[C:22]([CH3:25])([CH3:24])[CH3:23])[C@H:14]2[CH2:19][CH2:18][C@@H:17]([CH3:20])[CH2:16][CH2:15]2)[CH2:10][C@H:9]1[C:27]([NH2:29])=O)([O:3][C:4]([CH3:7])([CH3:6])[CH3:5])=[O:2].C(OC(C(F)(F)F)=O)(C(F)(F)F)=O>C(Cl)Cl>[C:1]([N:8]1[CH2:12][C@@H:11]([N:13]([C:21](=[O:26])[C:22]([CH3:25])([CH3:24])[CH3:23])[C@H:14]2[CH2:15][CH2:16][C@@H:17]([CH3:20])[CH2:18][CH2:19]2)[CH2:10][C@H:9]1[C:27]#[N:29])([O:3][C:4]([CH3:5])([CH3:7])[CH3:6])=[O:2]. Reported procedure: To a solution of BOC-(2S,4S)-2(aminocarbonyl)-4-[(2,2-dimethylpropanoyl)(cis-4-methylcyclohexyl)amino]pyrrolidine (576 mg, 1.41 mmol) prepared in Step D of Example A7 in DCM (5 ml) was added dropwise TFAA (0.2 ml, 1.41 mmol), and the solution was stirred at rt for 2 h. After the reaction finished, the solution was concentrated in vacuo. The residue was diluted with EtOAc, and washed with brine. The organic solution was dried over MgSO4, and concentrated in vacuo. The residue was purified by colu... Starting materials: FC1=CC=2C3=C(N(C2C=C1)C1=CC=C(C=C1)F)CCNC3 (8-fluoro-5-(4-fluorophenyl)-2,3,4,5-tetrahydro-1H-pyrido[4,3-b]indole), C(=C)C1=NC=CC=C1 (2-vinylpyridine), C(C)(=O)O (acetic acid). Solvent: CO (methanol). The product is FC1=CC=2C3=C(N(C2C=C1)C1=CC=C(C=C1)F)CCN(C3)CCC3=NC=CC=C3 (8-Fluoro-5-(4-fluorophenyl)-2,3,4,5-tetrahydro-2-[2-(2-pyridinyl) ethyl]-1H-pyrido[4,3-b]indole). Yield: 89.9%. Reaction SMILES: [F:1][C:2]1[CH:10]=[CH:9][C:8]2[N:7]([C:11]3[CH:16]=[CH:15][C:14]([F:17])=[CH:13][CH:12]=3)[C:6]3[CH2:18][CH2:19][NH:20][CH2:21][C:5]=3[C:4]=2[CH:3]=1.[CH:22]([C:24]1[CH:29]=[CH:28][CH:27]=[CH:26][N:25]=1)=[CH2:23].C(O)(=O)C>CO>[F:1][C:2]1[CH:10]=[CH:9][C:8]2[N:7]([C:11]3[CH:12]=[CH:13][C:14]([F:17])=[CH:15][CH:16]=3)[C:6]3[CH2:18][CH2:19][N:20]([CH2:23][CH2:22][C:24]4[CH:29]=[CH:28][CH:27]=[CH:26][N:25]=4)[CH2:21][C:5]=3[C:4]=2[CH:3]=1. Procedure details: A mixture of 8-fluoro-5-(4-fluorophenyl)-2,3,4,5-tetrahydro-1H-pyrido[4,3-b]indole (3 g, 0.01 mole), 2-vinylpyridine (1.7 g, 0.01 mol) and 2 mL of glacial acetic acid were refluxed for 48 hours in 30 mL of methanol. The solvent was removed in vacuo and the separated solid was purified by HPLC using ethyl acetate as the eluant to afford 3.5 g (89.9% yield) of the title compound. It was converted to the dihydrochloride salt; mp. 267°-270° C. The reactants are [H-].[Al+3].[Li+].[H-].[H-].[H-] (lithium aluminum hydride), solution, COCNC([C@H](NC(=O)OC(C)(C)C)CCC1=CC=CC=C1)=O (N-Boc-D-homophenylalanine methoxymethylamide). Conditions: temperature -35 celsius, time 1 hour. The product is C(=O)(OC(C)(C)C)N[C@H](CCC1=CC=CC=C1)C=O (N-Boc-D-Homophenylalaninal). The solvent is O1CCCC1 (tetrahydrofuran). Yield: 96.4%. Procedure details: A cold (−40° C.) solution of lithium aluminum hydride (25.2 mL of a 1M solution) in tetrahydrofiran (165 mL), under nitrogen, is treated with a solution of N-Boc-D-homophenylalanine methoxymethylamide (6.76 g) in tetrahydrofuran (20 mL) at such a rate as to keep the temperature between −36 to −38° C. After the addition, the temperature is allowed to rise to 7° C. after which the reaction mixture is cooled to −35° C. The mixture is quenched with 2.75 M KHSO4 solution and the mixture is stirred fo... Reaction SMILES: [H-].[Al+3].[Li+].[H-].[H-].[H-].COCN[C:11](=[O:29])[C@@H:12]([CH2:21][CH2:22][C:23]1[CH:28]=[CH:27][CH:26]=[CH:25][CH:24]=1)[NH:13][C:14]([O:16][C:17]([CH3:20])([CH3:19])[CH3:18])=[O:15]>O1CCCC1>[C:14]([NH:13][C@@H:12]([CH:11]=[O:29])[CH2:21][CH2:22][C:23]1[CH:24]=[CH:25][CH:26]=[CH:27][CH:28]=1)([O:16][C:17]([CH3:18])([CH3:20])[CH3:19])=[O:15] |f:0.1.2.3.4.5|.